From a dataset of the Open Reaction Database (ORD), a public repository of structured organic reaction records. describe an organic reaction: reactants, conditions, products, and yield Starting materials: CCO, CCOP(=O)(CC=Cc1ccccc1)OCC. Product: CCOP(=O)(CCCc1ccccc1)OCC. Reaction SMILES: [CH3:18][CH2:19][OH:20].[c:1]1([CH:7]=[CH:8][CH2:9][P:10]([O:11][CH2:12][CH3:13])(=[O:14])[O:15][CH2:16][CH3:17])[cH:2][cH:3][cH:4][cH:5][cH:6]1>>[c:1]1([CH2:7][CH2:8][CH2:9][P:10]([O:11][CH2:12][CH3:13])(=[O:14])[O:15][CH2:16][CH3:17])[cH:2][cH:3][cH:4][cH:5][cH:6]1. Reactants: C(C1=CC=CC=C1)N1C(C(CC1)C(CBr)=O)=O (1-Benzyl-3-(2-bromoacetyl)pyrrolidin-2-one), C1COCCOCCOCCOCCOCCO1 (18-crown-6), [F-].[K+] (potassium fluoride). The solvent is C(C)#N (acetonitrile). Conditions: time 1 hour. Yields the product C(C1=CC=CC=C1)N1C(C(CC1)C(CF)=O)=O (1-Benzyl-3-(2-fluoroacetyl)pyrrolidin-2-one). Yield: 29.5%. RXN SMILES: [CH2:1]([N:8]1[CH2:12][CH2:11][CH:10]([C:13](=[O:16])[CH2:14]Br)[C:9]1=[O:17])[C:2]1[CH:7]=[CH:6][CH:5]=[CH:4][CH:3]=1.C1OCCOCCOCCOCCOCCOC1.[F-:36].[K+]>C(#N)C>[CH2:1]([N:8]1[CH2:12][CH2:11][CH:10]([C:13](=[O:16])[CH2:14][F:36])[C:9]1=[O:17])[C:2]1[CH:7]=[CH:6][CH:5]=[CH:4][CH:3]=1 |f:2.3|. Procedure: To a solution of 1-benzyl-3-(2-bromoacetyl)pyrrolidin-2-one (2.2 g, 7.43 mmol, Example 14) in acetonitrile (25 mL) was added 18-crown-6 (0.980 g, 3.72 mmol) and potassium fluoride (spray dried) (2.16 g, 37.2 mmol). The reaction mixture was immersed in an oil bath at 80° C. After 1 hour, the mixture was cooled to room temperature and partitioned between water and ethyl acetate. The organic layer was dried over magnesium sulfate, filtered and concentrated. The crude residue was then purified by ch... Starting materials: O=C1CCC(=O)N1Br, COC(=O)Cc1cccc(C)c1, ClC(Cl)(Cl)Cl, CC(C)(C#N)N=NC(C)(C)C#N, [Na+], O=C([O-])O. Product: COC(=O)Cc1cccc(CBr)c1. Reaction SMILES: [Br:13][N:14]1[C:15](=[O:16])[CH2:17][CH2:18][C:19]1=[O:20].[CH3:1][O:2][C:3]([CH2:4][c:5]1[cH:6][c:7]([CH3:11])[cH:8][cH:9][cH:10]1)=[O:12].[Cl:38][C:39]([Cl:40])([Cl:41])[Cl:42].[N:21]#[C:22][C:23]([N:24]=[N:25][C:26]([C:27]#[N:28])([CH3:29])[CH3:30])([CH3:31])[CH3:32].[Na+:37].[O-:33][C:34]([OH:35])=[O:36]>>[CH3:1][O:2][C:3]([CH2:4][c:5]1[cH:6][c:7]([CH2:11][Br:13])[cH:8][cH:9][cH:10]1)=[O:12]. As a reaction SMILES: [CH2:25]([C:26]#[CH:27])[OH:28].[F:1][c:2]1[cH:3][cH:4][c:5](-[n:8]2[cH:9][cH:10][c:11]3[cH:12][c:13]([O:17][S:18]([C:19]([F:20])([F:21])[F:22])(=[O:23])=[O:24])[cH:14][cH:15][c:16]23)[cH:6][cH:7]1>>[F:1][c:2]1[cH:3][cH:4][c:5](-[n:8]2[cH:9][cH:10][c:11]3[cH:12][c:13]([C:27]#[C:26][CH2:25][OH:28])[cH:14][cH:15][c:16]23)[cH:6][cH:7]1. Starting materials: C#CCO, O=S(=O)(Oc1ccc2c(ccn2-c2ccc(F)cc2)c1)C(F)(F)F. Yields the product OCC#Cc1ccc2c(ccn2-c2ccc(F)cc2)c1. Starting materials: O=CO, NC=O, C=CCN(C)CCCCCCOc1ccc(C(=O)c2ccc(Br)cc2)c(N)c1. Product: C=CCN(C)CCCCCCOc1ccc(C(=O)c2ccc(Br)cc2)c(NC=O)c1. Reaction SMILES: [CH:29](=[O:30])[OH:31].[CH:32]([NH2:33])=[O:34].[NH2:1][c:2]1[c:3]([C:20](=[O:21])[c:22]2[cH:23][cH:24][c:25]([Br:28])[cH:26][cH:27]2)[cH:4][cH:5][c:6]([O:8][CH2:9][CH2:10][CH2:11][CH2:12][CH2:13][CH2:14][N:15]([CH3:16])[CH2:17][CH:18]=[CH2:19])[cH:7]1>>[NH:1]([c:2]1[c:3]([C:20](=[O:21])[c:22]2[cH:23][cH:24][c:25]([Br:28])[cH:26][cH:27]2)[cH:4][cH:5][c:6]([O:8][CH2:9][CH2:10][CH2:11][CH2:12][CH2:13][CH2:14][N:15]([CH3:16])[CH2:17][CH:18]=[CH2:19])[cH:7]1)[CH:29]=[O:30]. Starting materials: BrC1=C2C=CC=NC2=C2C(=C1)C(N(C2(C)C)[C@@H]2[C@H](CCCC2)O[Si](C)(C)C(C)(C)C)=O (5-Bromo-8-[(1S,2S)-2-{[tert-butyl(dimethyl)silyl]oxy}cyclohexyl]-9,9-dimethyl-8,9-dihydro-7H-pyrrolo[3,4-h]quinolin-7-one), ClCC=1C=CC(=NC1)OC (5-(chloromethyl)-2-methoxypyridine). Reagents/catalysts: CC(C)([P](C(C)(C)C)([Pd][P](C(C)(C)C)(C(C)(C)C)C(C)(C)C)C(C)(C)C)C (bis(tri-tert-butylphosphine)palladium(0)), [Zn] (zinc). Run in [Cl-].[NH4+] (ammonium chloride), O1CCCC1 (tetrahydrofuran). Conditions: temperature 90 celsius, time 30 minute. Product: [Si](C)(C)(C(C)(C)C)O[C@@H]1[C@H](CCCC1)N1C(C2=CC(=C3C=CC=NC3=C2C1(C)C)CC=1C=NC(=CC1)OC)=O (8-[(1S,2S)-2-{[tert-butyl(dimethyl)silyl]oxy}cyclohexyl]-5-[(6-methoxypyridin-3-yl)methyl]-9,9-dimethyl-8,9-dihydro-7H-pyrrolo[3,4-h]quinolin-7-one). As a reaction SMILES: Cl[CH2:2][C:3]1[CH:4]=[CH:5][C:6]([O:9][CH3:10])=[N:7][CH:8]=1.Br[C:12]1[CH:21]=[C:20]2[C:22](=[O:41])[N:23]([C@H:27]3[CH2:32][CH2:31][CH2:30][CH2:29][C@@H:28]3[O:33][Si:34]([C:37]([CH3:40])([CH3:39])[CH3:38])([CH3:36])[CH3:35])[C:24]([CH3:26])([CH3:25])[C:19]2=[C:18]2[C:13]=1[CH:14]=[CH:15][CH:16]=[N:17]2>O1CCCC1.[Cl-].[NH4+].[Zn].CC(C)([P](C(C)(C)C)([Pd][P](C(C)(C)C)(C(C)(C)C)C(C)(C)C)C(C)(C)C)C>[Si:34]([O:33][C@H:28]1[CH2:29][CH2:30][CH2:31][CH2:32][C@@H:27]1[N:23]1[C:24]([CH3:26])([CH3:25])[C:19]2[C:20](=[CH:21][C:12]([CH2:2][C:3]3[CH:8]=[N:7][C:6]([O:9][CH3:10])=[CH:5][CH:4]=3)=[C:13]3[C:18]=2[N:17]=[CH:16][CH:15]=[CH:14]3)[C:22]1=[O:41])([C:37]([CH3:40])([CH3:38])[CH3:39])([CH3:36])[CH3:35] |f:3.4,^1:52,58|. Reported procedure: To a solution of 5-(chloromethyl)-2-methoxypyridine (0.117 g, 0.745 mmol) in 0.3 mL of tetrahydrofuran under an atmosphere of nitrogen was added Rieke zinc (0.76 M, 0.98 mL, 0.74 mmol). The mixture was heated at 90° C. for 2 h and then cooled to 0° C. 5-Bromo-8-[(1S,2S)-2-{[tert-butyl(dimethyl)silyl]oxy}cyclohexyl]-9,9-dimethyl-8,9-dihydro-7H-pyrrolo[3,4-h]quinolin-7-one (0.075 g, 0.15 mmol) and bis(tri-tert-butylphosphine)palladium(0) (2.3 mg, 0.0045 mmol) were added and the mixture was stirred... Reactants: N1=C(C=CC=C1)C(=O)C1=C(C=CC(=C1)Br)NC(C(Cl)(Cl)Cl)=O (2-trichloroacetamido-5-bromophenyl 2-pyridyl ketone), C(O)CN (monoethanolamine), O (water), resultant mixture. The solvent is CS(=O)C (dimethylsulfoxide). The product is BrC1=CC=2C3(N(C(NC2C=C1)=O)CCO3)C3=NC=CC=C3 (9-bromo-2,3,6,10b-tetrahydro-10b-(2-pyridyl)-5H-oxazolo[3,2-C]quinazolin-5-one). The yield is 57.7%. As a reaction SMILES: [N:1]1[CH:6]=[CH:5][CH:4]=[CH:3][C:2]=1[C:7]([C:9]1[CH:14]=[C:13]([Br:15])[CH:12]=[CH:11][C:10]=1[NH:16][C:17](=[O:22])C(Cl)(Cl)Cl)=[O:8].[CH2:23]([CH2:25][NH2:26])O.O>CS(C)=O>[Br:15][C:13]1[CH:12]=[CH:11][C:10]2[NH:16][C:17](=[O:22])[N:26]3[CH2:25][CH2:23][O:8][C:7]3([C:2]3[CH:3]=[CH:4][CH:5]=[CH:6][N:1]=3)[C:9]=2[CH:14]=1. Procedure: To a solution of 1.27 g of 2-trichloroacetamido-5-bromophenyl 2-pyridyl ketone in 20 ml of dimethylsulfoxide was added 1.83 g of monoethanolamine, and the resultant mixture was heated in an oil bath at 100°C (bath temperature) for 3 hours. After cooling, the reaction mixture was poured into 100 ml of water and the resulting mixture was extracted with dichloromethane. The extract was washed with water and dried over anhydrous sodium sulfate. The solvent was removed under reduced pressure. The res...